Dataset: the Open Reaction Database (ORD), a public repository of structured organic reaction records. Task: describe an organic reaction: reactants, conditions, products, and yield Starting materials: C(C)(C)(C)OC(=O)C(COP(OCCCCCCNC(CCC(P(=O)(O)O)P(O)(O)=O)=O)(=O)O)NC(OC(C)(C)C)=O (16-(tert-butoxycarbonyl)-13-hydroxy-20,20-dimethyl-13-oxido-4,18-dioxo-1-phosphono-12,14,19-trioxa-5,17-diaza-13-phosphahenicos-1-yl-phosphonic acid). Solvent: C(=O)(C(F)(F)F)O (TFA). Product: NC(COP(OCCCCCCNC(CCC(P(O)(O)=O)P(=O)(O)O)=O)(O)=O)C(=O)O (17-amino-1,1,14-trihydroxy-5-oxo-2-phosphono-13,15-dioxa-6-aza-1λ5, 14-diphosphaoctadecan-18-oic acid 1,14-dioxide). RXN SMILES: C([O:5][C:6]([CH:8]([NH:35]C(=O)OC(C)(C)C)[CH2:9][O:10][P:11]([OH:34])(=[O:33])[O:12][CH2:13][CH2:14][CH2:15][CH2:16][CH2:17][CH2:18][NH:19][C:20](=[O:32])[CH2:21][CH2:22][CH:23]([P:28](=[O:31])([OH:30])[OH:29])[P:24]([OH:27])([OH:26])=[O:25])=[O:7])(C)(C)C>C(O)(C(F)(F)F)=O>[NH2:35][CH:8]([C:6]([OH:7])=[O:5])[CH2:9][O:10][P:11](=[O:33])([OH:34])[O:12][CH2:13][CH2:14][CH2:15][CH2:16][CH2:17][CH2:18][NH:19][C:20](=[O:32])[CH2:21][CH2:22][CH:23]([P:24]([OH:26])([OH:27])=[O:25])[P:28](=[O:29])([OH:30])[OH:31]. Procedure: 60 mg of 16-(tert-butoxycarbonyl)-13-hydroxy-20,20-dimethyl-13-oxido-4,18-dioxo-1-phosphono-12,14,19-trioxa-5,17-diaza-13-phosphahenicos-1-yl-phosphonic acid are stirred in 1 ml of TFA for 2 hours. Reactants: CCCCN1C(=O)CNC1=O, CCO, COc1cc(OC)c(OC)cc1C=O, NCCO, O. Yields the product CCCCN1C(=O)NC(=Cc2cc(OC)c(OC)cc2OC)C1=O. RXN SMILES: [CH2:15]([CH2:16][CH2:17][CH3:18])[N:19]1[C:20](=[O:25])[NH:21][CH2:22][C:23]1=[O:24].[CH2:30]([OH:31])[CH3:32].[CH3:1][O:2][c:3]1[c:4]([CH:5]=[O:6])[cH:7][c:8]([O:13][CH3:14])[c:9]([O:11][CH3:12])[cH:10]1.[NH2:26][CH2:27][CH2:28][OH:29].[OH2:33]>>[CH3:1][O:2][c:3]1[c:4]([CH:5]=[C:22]2[NH:21][C:20](=[O:25])[N:19]([CH2:15][CH2:16][CH2:17][CH3:18])[C:23]2=[O:24])[cH:7][c:8]([O:13][CH3:14])[c:9]([O:11][CH3:12])[cH:10]1. Starting materials: OOS(=O)[O-].[K+] (OXONE), COCCOCOC1C2=C(SCCC1)C=C(S2)S(=O)(=O)N (8-(2-methoxyethoxymethoxy)-5,6,7,8-tetrahydrothieno[3,2-b]thiepin-2-sulfonamide). Run in O (water), CO (methanol). Reaction conditions: time 41 hour. The product is COCCOCOC1C2=C(S(CCC1)(=O)=O)C=C(S2)S(=O)(=O)N (8-(2-methoxyethoxymethoxy)-5,6,7,8-tetrahydrothieno[3,2-b]-thiepin-2-sulfonamide-4,4-dioxide). As a reaction SMILES: OO[S:3]([O-:5])=[O:4].[K+].[CH3:7][O:8][CH2:9][CH2:10][O:11][CH2:12][O:13][CH:14]1[CH2:20][CH2:19][CH2:18]S[C:16]2[CH:21]=[C:22]([S:24]([NH2:27])(=[O:26])=[O:25])[S:23][C:15]1=2>O.CO>[CH3:7][O:8][CH2:9][CH2:10][O:11][CH2:12][O:13][CH:14]1[CH2:20][CH2:19][CH2:18][S:3](=[O:5])(=[O:4])[C:16]2[CH:21]=[C:22]([S:24]([NH2:27])(=[O:26])=[O:25])[S:23][C:15]1=2 |f:0.1|. Procedure: A solution of OXONE® (28.9 g, 0.047 mole) in water (200 ml) was added to a stirred suspension of 8-(2-methoxyethoxymethoxy)-5,6,7,8-tetrahydrothieno[3,2-b]thiepin-2-sulfonamide (14.0 g, 0.040 mole) in methanol (250 ml) and the mixture was stirred at ambient temperature for 41 hours. Methanol was evaporated under reduced pressure and the aqueous suspension was extracted with ethyl acetate (3×250 ml). The combined extracts were washed twice with water, dried over sodium sulfate and evaporated unde...